describe an organic reaction: reactants, conditions, products, and yield From a dataset of the Open Reaction Database (ORD), a public repository of structured organic reaction records. Reactants: CC1=NN=NN1CCCC(=O)OC (methyl 4-(5-methyl-1,2,3,4-tetrazol-1-yl)butyrate). The solvent is Cl (Hydrochloric acid). Yields the product CC1=NN=NN1CCCC(=O)O (4-(5-methyl-1,2,3,4-tetrazol-1-yl)butyric acid). Isolated yield 92.5%. As a reaction SMILES: [CH3:1][C:2]1[N:6]([CH2:7][CH2:8][CH2:9][C:10]([O:12]C)=[O:11])[N:5]=[N:4][N:3]=1>Cl>[CH3:1][C:2]1[N:6]([CH2:7][CH2:8][CH2:9][C:10]([OH:12])=[O:11])[N:5]=[N:4][N:3]=1. Reported procedure: 20% Hydrochloric acid (30 ml) is added to methyl 4-(5-methyl-1,2,3,4-tetrazol-1-yl)butyrate (5.5 g) and the mixture is refluxed for 2 hour. The mixture is concentrated to dryness under reduced pressure. Acetone and benzene are added to the residue and water is removed by azeotropic distillation to obtain 4-(5-methyl-1,2,3,4-tetrazol-1-yl)butyric acid (4.7 g) as colorless liquid.